This data is from the Open Reaction Database (ORD), a public repository of structured organic reaction records. The task is: describe an organic reaction: reactants, conditions, products, and yield Reactants: CN(C)C=O, CC1(C)OB(c2cn[nH]c2)OC1(C)C, CS(=O)(=O)OC1CCOC1, CCOC(C)=O, [H-], [Na+]. The product is CC1(C)OB(c2cnn(C3CCOC3)c2)OC1(C)C. RXN SMILES: [CH3:17][N:18]([CH3:19])[CH:20]=[O:21].[CH3:1][C:2]1([CH3:14])[O:3][B:4]([c:9]2[cH:10][n:11][nH:12][cH:13]2)[O:5][C:6]1([CH3:7])[CH3:8].[CH3:22][S:23]([O:24][CH:27]1[CH2:28][O:29][CH2:30][CH2:31]1)(=[O:25])=[O:26].[CH3:32][CH2:33][O:34][C:35](=[O:36])[CH3:37].[H-:15].[Na+:16]>>[CH3:1][C:2]1([CH3:14])[O:3][B:4]([c:9]2[cH:10][n:11][n:12]([CH:27]3[CH2:28][O:29][CH2:30][CH2:31]3)[cH:13]2)[O:5][C:6]1([CH3:7])[CH3:8]. Starting materials: N#N (N2), [BH4-].[Na+] (sodium borohydride), O=[O+][O-] (Ozone), diene, C(C=C)OCC(CO[Si](C1=CC=CC=C1)(C1=CC=CC=C1)C(C)(C)C)CC=C (1-(2-propene-1-oxy)-2-(2-propene-1-yl)-3-(tert-butyldiphenylsilyloxy)-propane), CO (methanol). Solvent: C(C)(=O)OCC.CCCCCC (ethyl acetate hexane). Reaction conditions: time 12 hour. Yields the product 1,7-diol, OCCOCC(CO[Si](C1=CC=CC=C1)(C1=CC=CC=C1)C(C)(C)C)CCO (1-(2-hydroxyethoxy)-2-(2-hydroxyethyl)-3-(tert-butyldiphenylsilyloxy)-propane). Yield: 72.0%. As a reaction SMILES: [O:1]=[O+][O-].[CH2:4]([O:7][CH2:8][CH:9]([CH2:29][CH:30]=C)[CH2:10][O:11][Si:12]([C:25]([CH3:28])([CH3:27])[CH3:26])([C:19]1[CH:24]=[CH:23][CH:22]=[CH:21][CH:20]=1)[C:13]1[CH:18]=[CH:17][CH:16]=[CH:15][CH:14]=1)C=C.N#N.[BH4-].[Na+].[CH3:36][OH:37]>C(OCC)(=O)C.CCCCCC>[OH:37][CH2:36][CH2:4][O:7][CH2:8][CH:9]([CH2:29][CH2:30][OH:1])[CH2:10][O:11][Si:12]([C:25]([CH3:28])([CH3:26])[CH3:27])([C:19]1[CH:20]=[CH:21][CH:22]=[CH:23][CH:24]=1)[C:13]1[CH:18]=[CH:17][CH:16]=[CH:15][CH:14]=1 |f:3.4,6.7|. Procedure details: Ozone was bubbled through a -78 ° C. methanol (500 mL) solution of diene, 1-(2-propene-1-oxy)-2-(2-propene-1-yl)-3-(tert-butyldiphenylsilyloxy)-propane, (7.41 g, 18.80 mmol). After the disappearance of the starting material (TLC, 25% ethyl acetate/hexane), the reaction mixture was purged with N2 and sodium borohydride (2.13 g, 56.30 mmol) was added. The reaction was warmed to room temperature. After 12 hours, the reaction was concentrated. The white residue was quenched with water, and extracted... The reactants are CC(C)(C)OC(=O)NCC1CCC(NC(=O)OCc2ccccc2)CC1, CO. Product: CC(C)(C)OC(=O)NCC1CCC(N)CC1. Reaction SMILES: [C:1]([CH3:2])([CH3:3])([CH3:4])[O:5][C:6](=[O:7])[NH:8][CH2:9][CH:10]1[CH2:11][CH2:12][CH:13]([NH:16][C:17]([O:18][CH2:19][c:20]2[cH:21][cH:22][cH:23][cH:24][cH:25]2)=[O:26])[CH2:14][CH2:15]1.[CH3:27][OH:28]>>[C:1]([CH3:2])([CH3:3])([CH3:4])[O:5][C:6](=[O:7])[NH:8][CH2:9][CH:10]1[CH2:11][CH2:12][CH:13]([NH2:16])[CH2:14][CH2:15]1. The reactants are C(C)OC(CS(=O)(=O)C1=CC=CC=C1)=N (2-(phenylsulfonyl)-ethanimidic acid ethyl ester), O1C(=CC2=C1C=CC=C2)C(=O)NN (benzofuran-2-carboxylic acid hydrazide). Run in C(Cl)(Cl)Cl (chloroform). Yields the product NC(CS(=O)(=O)C1=CC=CC=C1)=NNC(=O)C=1OC2=C(C1)C=CC=C2 (benzofuran-2-carboxylic acid (1-amino-2-benzenesulfonyl-ethylidene)-hydrazide). The yield is 59.8%. Reaction SMILES: C(O[C:4](=[NH:15])[CH2:5][S:6]([C:9]1[CH:14]=[CH:13][CH:12]=[CH:11][CH:10]=1)(=[O:8])=[O:7])C.[O:16]1[C:20]2[CH:21]=[CH:22][CH:23]=[CH:24][C:19]=2[CH:18]=[C:17]1[C:25]([NH:27][NH2:28])=[O:26]>C(Cl)(Cl)Cl>[NH2:15][C:4](=[N:28][NH:27][C:25]([C:17]1[O:16][C:20]2[CH:21]=[CH:22][CH:23]=[CH:24][C:19]=2[CH:18]=1)=[O:26])[CH2:5][S:6]([C:9]1[CH:14]=[CH:13][CH:12]=[CH:11][CH:10]=1)(=[O:8])=[O:7]. Procedure: 3.4 g (0.0125 Mol) of 2-(phenylsulfonyl)-ethanimidic acid ethyl ester was stirred together with 2.2 g (0.015 mol) benzofuran-2-carboxylic acid hydrazide in 80 ml chloroform for 24 hours at 50° C. The resulting precipitate was filtered off and dried. 2.67 g of benzofuran-2-carboxylic acid (1-amino-2-benzenesulfonyl-ethylidene)-hydrazide was obtained as off-white crystals. Mp.: 205-220° C. Starting materials: C(=O)OC(C)=O (acetic formic anhydride), [C@H]1(CCCC2=CC=CC=C12)N ((r)-1,2,3,4-tetrahydro-1-naphthylamine), acetyl anhydride, C(=O)O (formic acid). The solvent is CCOCC (ether), CCOCC (ether). Product: [C@H]1(CCCC2=CC=CC=C12)NC=O ((R)—N-(1,2,3,4-tetrahydronaphthalen-1-yl)formamide). As a reaction SMILES: C(O[C:4](=[O:6])C)=O.C(O)=O.[C@H:10]1([NH2:20])[C:19]2[C:14](=[CH:15][CH:16]=[CH:17][CH:18]=2)[CH2:13][CH2:12][CH2:11]1>CCOCC>[C@H:10]1([NH:20][CH:4]=[O:6])[C:19]2[C:14](=[CH:15][CH:16]=[CH:17][CH:18]=2)[CH2:13][CH2:12][CH2:11]1. Procedure: To a solution of acetic formic anhydride (0.056 mol) (prepared by stirring acetyl anhydride (7.36 ml, 78.0 mmol) and formic acid (2.94 ml, 78.0 mmol) at 50-60° C. for 2 h then cooling to room temperature) was added (r)-1,2,3,4-tetrahydro-1-naphthylamine (8.20 g, 55.7 mmol) dropwise with stirring at such a rate that the temperature never rose above 40° C. After stirring for 30 min, 300 mL of ether was added, and the solution was stirred at room temperature overnight. The reaction was diluted with... The reactants are C(CCCCCCCCCCCCCCCCCCCC#C)(=O)OC(C)(C)C (Docos-21-ynoic Acid. Tert.-Butyl Ester), solution, O (water), [OH-].[Na+] (sodium hydroxide), OO (hydrogen peroxide). Solvent: C(C)(=O)OCC (ethyl acetate), C1CCOC1 (THF), C1CCOC1 (THF). Run at time 1 hour. Yields the product OCCCCCCCCCCCCCCCCCCCCCC(=O)OC(C)(C)C (Tert.-Butyl 22-Hydroxydocosanoate). Isolated yield 54.0%. As a reaction SMILES: [C:1]([O:24][C:25]([CH3:28])([CH3:27])[CH3:26])(=[O:23])[CH2:2][CH2:3][CH2:4][CH2:5][CH2:6][CH2:7][CH2:8][CH2:9][CH2:10][CH2:11][CH2:12][CH2:13][CH2:14][CH2:15][CH2:16][CH2:17][CH2:18][CH2:19][CH2:20][C:21]#[CH:22].[OH2:29].[OH-].[Na+].OO>C1COCC1.C(OCC)(=O)C>[OH:29][CH2:22][CH2:21][CH2:20][CH2:19][CH2:18][CH2:17][CH2:16][CH2:15][CH2:14][CH2:13][CH2:12][CH2:11][CH2:10][CH2:9][CH2:8][CH2:7][CH2:6][CH2:5][CH2:4][CH2:3][CH2:2][C:1]([O:24][C:25]([CH3:28])([CH3:27])[CH3:26])=[O:23] |f:2.3|. Procedure details: A solution of the acetylene (33) (0.4 g, 1.02 mmol) in dry THF (5 ml) at room temperature under nitrogen was treated with borane-dimethyl sulphide complex (1.04 ml of a 2M solution in THF, 2.08 mmol) and the resulting solution stirred for 1 hour, after which time no starting material was present on tlc. The reaction was then treated sequentially with water (2 ml), 2N aqueous sodium hydroxide (1 ml) and 30% hydrogen peroxide (1 ml). The resulting solution was left a further 15 minutes, then ethyl... Starting materials: N1C(NC(C2=CC=CC=C12)=O)=O (2,4(1H, 3H)-Quinazolinedione), S(O)(O)(=O)=O (sulphuric acid), S(O)(O)(=O)=O (sulphuric acid). Reaction conditions: time 30 minute. Yields the product O=C1NC2=CC=C(C=C2C(N1)=O)S(=O)(=O)O (1,2,3,4-Tetrahydro-2,4-dioxoquinazoline-6-sulphonic acid). Reaction SMILES: [NH:1]1[C:10]2[C:5](=[CH:6][CH:7]=[CH:8][CH:9]=2)[C:4](=[O:11])[NH:3][C:2]1=[O:12].[S:13](=O)(=[O:16])([OH:15])[OH:14]>>[O:12]=[C:2]1[NH:3][C:4](=[O:11])[C:5]2[C:10](=[CH:9][CH:8]=[C:7]([S:13]([OH:16])(=[O:15])=[O:14])[CH:6]=2)[NH:1]1. Reported procedure: 2,4(1H, 3H)-Quinazolinedione (10 g) was added portionwise to a stirred mixture of 65% fuming sulphuric acid (10 ml) and concentrated sulphuric acid (40 ml) at room temperature. After the addition was complete, the mixture was stirred at 55°-60° for 30 minutes, cooled, poured onto ice (100 g) and stood in a refrigerator for 1 hour. The colourless crystals were filtered, washed with a little ice-cold 6 N hydrochloric acid and finally dried in a vacuum oven to give the hydrated title compound, (14.... Reactants: I(=O)(=O)(=O)[O-].[Na+] (sodium periodate), ClC1=C(C=CC=C1)N1C(=NC2=C(C1=O)SC=C2)C=CN(C)C (3-(2-chloro-phenyl)-2-(dimethylamino-vinyl)-4-oxo-3,4-dihydro-thieno[3,2-d]pyrimidine). The solvent is O1CCCC1 (tetrahydrofuran). Yields the product ClC1=C(C=CC=C1)N1C(=NC2=C(C1=O)SC=C2)C=O (3-(2-Chloro-phenyl)-4-oxo-3,4-dihydro-thieno[3,2-d]pyrimidine-2-carbaldehyde). As a reaction SMILES: I([O-])(=O)(=O)=[O:2].[Na+].[Cl:7][C:8]1[CH:13]=[CH:12][CH:11]=[CH:10][C:9]=1[N:14]1[C:19](=[O:20])[C:18]2[S:21][CH:22]=[CH:23][C:17]=2[N:16]=[C:15]1[CH:24]=CN(C)C>O1CCCC1>[Cl:7][C:8]1[CH:13]=[CH:12][CH:11]=[CH:10][C:9]=1[N:14]1[C:19](=[O:20])[C:18]2[S:21][CH:22]=[CH:23][C:17]=2[N:16]=[C:15]1[CH:24]=[O:2] |f:0.1|. Procedure details: To a well stirred mixture of sodium periodate (9.7 g, 45.3 mmol) in pH 7 buffer (115 mL) and tetrahydrofuran (115 mL) was added 3-(2-chloro-phenyl)-2-(dimethylamino-vinyl)-4-oxo-3,4-dihydro-thieno[3,2-d]pyrimidine (5.0 g, 15.1 mmol) all at once. The mixture warmed slightly to the touch and was stirred for 1 hour at ambient temperature. The reaction was filtered through celite and the pad was washed with ethyl acetate. The phases were separated from the filtrate and the aqueous layer was extracte...